This data is from the Open Reaction Database (ORD), a public repository of structured organic reaction records. The task is: describe an organic reaction: reactants, conditions, products, and yield Starting materials: OC1=C(C2=C(C(CCO2)=O)C=C1)CCC (2,3-dihydro-7-hydroxy-8-propyl-4H-1-benzopyran-4-one), COC(CCC1=C(C=CC=C1CCCCCCOS(=O)(=O)C)OCC(=O)OC)=O (2-(2-methoxy-2-oxoethoxy)-6-[6-[(methylsulfonyl)oxy]hexyl]benzenepropanoic acid methyl ester). Product: C(=O)(O)COC1=C(C(=CC=C1)CCCCCCOC1=C(C2=C(C(CCO2)=O)C=C1)CCC)CCC(=O)O (2-(Carboxymethoxy)-6-[6-[(3,4-dihydro-4-oxo-8-propyl-2H-1-benzopyran-7-yl)oxy]hexyl]benzenepropanoic Acid). Reaction SMILES: [OH:1][C:2]1[CH:12]=[CH:11][C:5]2[C:6](=[O:10])[CH2:7][CH2:8][O:9][C:4]=2[C:3]=1[CH2:13][CH2:14][CH3:15].C[O:17][C:18](=[O:44])[CH2:19][CH2:20][C:21]1[C:26]([CH2:27][CH2:28][CH2:29][CH2:30][CH2:31][CH2:32]OS(C)(=O)=O)=[CH:25][CH:24]=[CH:23][C:22]=1[O:38][CH2:39][C:40]([O:42]C)=[O:41]>>[C:40]([CH2:39][O:38][C:22]1[CH:23]=[CH:24][CH:25]=[C:26]([CH2:27][CH2:28][CH2:29][CH2:30][CH2:31][CH2:32][O:1][C:2]2[CH:12]=[CH:11][C:5]3[C:6](=[O:10])[CH2:7][CH2:8][O:9][C:4]=3[C:3]=2[CH2:13][CH2:14][CH3:15])[C:21]=1[CH2:20][CH2:19][C:18]([OH:44])=[O:17])([OH:42])=[O:41]. Reported procedure: Using the procedure of example 126, 2,3-dihydro-7-hydroxy-8-propyl-4H-1-benzopyran-4-one was converted into the title compound by alkylation with 2-(2-methoxy-2-oxoethoxy)-6-[6-[(methylsulfonyl)oxy]hexyl]benzenepropanoic acid methyl ester from the preceding example, followed by saponification, in 64.4% overall yield. The product was an off-white solid, mp 127°-129° C., recrystallized from hexane-ethyl acetate. The reactants are ice, Cl (hydrochloric acid), NS(=O)(=O)C1=C(C=CC=C1)N1N=NN=C1C (1-(2-aminosulfonylphenyl)-5-methyl-1H-tetrazole), COC1=NC(=NC(=N1)C)NC(OC1=CC=CC=C1)=O (phenyl N-(4-methoxy-6-methyl-1,3,5-triazin-2-yl)carbamate), C1CCC2=NCCCN2CC1 (DBU). Solvent: C(C)#N (acetonitrile). Reaction conditions: time 3 hour. RXN SMILES: [NH2:1][S:2]([C:5]1[CH:10]=[CH:9][CH:8]=[CH:7][C:6]=1[N:11]1[C:15]([CH3:16])=[N:14][N:13]=[N:12]1)(=[O:4])=[O:3].[CH3:17][O:18][C:19]1[N:24]=[C:23]([CH3:25])[N:22]=[C:21]([NH:26][C:27](=O)[O:28]C2C=CC=CC=2)[N:20]=1.C1CCN2C(=NCCC2)CC1.Cl>C(#N)C>[CH3:17][O:18][C:19]1[N:24]=[C:23]([CH3:25])[N:22]=[C:21]([NH:26][C:27]([NH:1][S:2]([C:5]2[CH:10]=[CH:9][CH:8]=[CH:7][C:6]=2[N:11]2[C:15]([CH3:16])=[N:14][N:13]=[N:12]2)(=[O:4])=[O:3])=[O:28])[N:20]=1. Reported procedure: To 0.48 g of 1-(2-aminosulfonylphenyl)-5-methyl-1H-tetrazole and 0.52 g of phenyl N-(4-methoxy-6-methyl-1,3,5-triazin-2-yl)carbamate in 25 mL of acetonitrile at ambient temperature and pressure was added 0.3 mL of DBU. The mixture was stirred for three hours and then added to 25 g of ice and acidified with hydrochloric acid. The precipitate thus obtained was filtered, washed with water and dried in vacuo to yield 0.65 g of the desired product melting at 207°-209° C. Infrared absorption spectra s... Product: COC1=NC(=NC(=N1)C)NC(=O)NS(=O)(=O)C1=C(C=CC=C1)N1N=NN=C1C (N-[(4-Methoxy-6-methyl-1,3,5-triazin-2-yl)aminocarbonyl]-2-(5-methyl-1H-tetrazol-1-yl)benzenesulfonamide). Yield: 80.2%. Reported procedure: 5-Bromo-3-(morpholin-4-ylsulfonyl)-1H-indole-2-carboxamide (50 mg, 0.13 mmol, 1.0 equiv), 2-(tributylstannyl)furan (48 μL, 0.15 mmol, 1.2 equiv), tri-o-tolylphosphine (7.8 mg, 0.03 mmol, 0.2 equiv) and palladium(II)acetate (2.9 mg, 0.015 mmol, 0.1 equiv) were dissolved in 5 mL of dry DMF and heated to 90° C. for 1 hour. The mixture was cooled to ambient temperature, poured into aqueous saturated NaHCO3 and the aqueous layer was extracted 3 times with dichloromethane. The combined organic extract... Reagents/catalysts: C(C)(=O)[O-].[Pd+2].C(C)(=O)[O-] (palladium(II)acetate). The reactants are BrC=1C=C2C(=C(NC2=CC1)C(=O)N)S(=O)(=O)N1CCOCC1 (5-Bromo-3-(morpholin-4-ylsulfonyl)-1H-indole-2-carboxamide), C(CCC)[Sn](C=1OC=CC1)(CCCC)CCCC (2-(tributylstannyl)furan), C1(=C(C=CC=C1)P(C1=C(C=CC=C1)C)C1=C(C=CC=C1)C)C (tri-o-tolylphosphine), C(=O)(O)[O-].[Na+] (NaHCO3). Run at temperature 90 celsius. Run in CN(C)C=O (DMF). Yields the product O1C(=CC=C1)C=1C=C2C(=C(NC2=CC1)C(=O)N)S(=O)(=O)N1CCOCC1 (5-(2-Furyl)-3-(morpholin-4-ylsulfonyl)-1H-indole-2-carboxamide). RXN SMILES: Br[C:2]1[CH:3]=[C:4]2[C:8](=[CH:9][CH:10]=1)[NH:7][C:6]([C:11]([NH2:13])=[O:12])=[C:5]2[S:14]([N:17]1[CH2:22][CH2:21][O:20][CH2:19][CH2:18]1)(=[O:16])=[O:15].C([Sn](CCCC)(CCCC)[C:28]1[O:29][CH:30]=[CH:31][CH:32]=1)CCC.C1(C)C=CC=CC=1P(C1C=CC=CC=1C)C1C=CC=CC=1C.C([O-])(O)=O.[Na+]>CN(C=O)C.C([O-])(=O)C.[Pd+2].C([O-])(=O)C>[O:29]1[CH:30]=[CH:31][CH:32]=[C:28]1[C:2]1[CH:3]=[C:4]2[C:8](=[CH:9][CH:10]=1)[NH:7][C:6]([C:11]([NH2:13])=[O:12])=[C:5]2[S:14]([N:17]1[CH2:18][CH2:19][O:20][CH2:21][CH2:22]1)(=[O:16])=[O:15] |f:3.4,6.7.8|.